From a dataset of the Open Reaction Database (ORD), a public repository of structured organic reaction records. describe an organic reaction: reactants, conditions, products, and yield Starting materials: C(C#C)SCCC(=O)O (3-(prop-2-ynylthio)propionic acid), C(C)(C)(C)C1(COC1)CO (3-t-butyl-3- hydroxymethyloxetane). Product: C(C)(C)(C)C12COC(OC1)(OC2)CCSCC#C (4-t-Butyl-1-[2-(prop-2-ynylthio)ethyl]-2,6,7-trioxabicyclo[2.2.2]octane). Reaction SMILES: [CH2:1]([S:4][CH2:5][CH2:6][C:7]([OH:9])=[O:8])[C:2]#[CH:3].[C:10]([C:14]1([CH2:18]O)[CH2:17][O:16][CH2:15]1)([CH3:13])([CH3:12])[CH3:11]>>[C:10]([C:14]12[CH2:15][O:16][C:7]([CH2:6][CH2:5][S:4][CH2:1][C:2]#[CH:3])([O:9][CH2:18]1)[O:8][CH2:17]2)([CH3:13])([CH3:12])[CH3:11]. Procedure details: 4-t-Butyl-1-[2-(prop-2-ynylthio)ethyl]-2,6,7-trioxabicyclo[2.2.2]octane was prepared from 3-(prop-2-ynylthio)propionic acid and 3-t-butyl-3- hydroxymethyloxetane using methodology described in Example I.